From a dataset of the Open Reaction Database (ORD), a public repository of structured organic reaction records. describe an organic reaction: reactants, conditions, products, and yield Reactants: BrC=1C=CC(=C(C(=O)OC)C1)NC(COC1=CC=C(C=C1)Cl)=O (methyl 5-bromo-2-(2-(4-chlorophenoxy)acetamido)benzoate), BrC=1C=C2C(=C(C(NC2=CC1)=O)OC1=CC=CC=C1)O (6-bromo-4-hydroxy-3-phenoxyquinolin-2(1H)-one), BrC=1C=C2C(=C(C(NC2=CC1)=O)OC1=CC=CC=C1)O (6-bromo-4-hydroxy-3-phenoxyquinolin-2(1H)-one), Intermediate 9, BrC=1C=CC(=C(C(=O)OC)C1)NC(COC1=CC=CC=C1)=O (methyl 5-bromo-2-(2-phenoxyacetamido)benzoate). Product: BrC=1C=C2C(=C(C(NC2=CC1)=O)OC1=CC=C(C=C1)Cl)O (6-Bromo-3-(4-chlorophenoxy)-4-hydroxyquinolin-2(1H)-one). RXN SMILES: [Br:1][C:2]1[CH:3]=[CH:4][C:5]([NH:12][C:13](=[O:23])[CH2:14][O:15][C:16]2[CH:21]=[CH:20][C:19]([Cl:22])=[CH:18][CH:17]=2)=[C:6]([CH:11]=1)[C:7](OC)=[O:8].BrC1C=CC(NC(=O)COC2C=CC=CC=2)=C(C=1)C(OC)=O.BrC1C=C2C(=CC=1)NC(=O)C(OC1C=CC=CC=1)=C2O>>[Br:1][C:2]1[CH:11]=[C:6]2[C:5](=[CH:4][CH:3]=1)[NH:12][C:13](=[O:23])[C:14]([O:15][C:16]1[CH:21]=[CH:20][C:19]([Cl:22])=[CH:18][CH:17]=1)=[C:7]2[OH:8]. Procedure details: The title compound was prepared using methyl 5-bromo-2-(2-(4-chlorophenoxy)acetamido)benzoate (Intermediate 9, step a) in place of methyl 5-bromo-2-(2-phenoxyacetamido)benzoate (Intermediate 5, step a) according to the procedure described in Intermediate 5, step b. Starting materials: BrBr (Br2), OC1=C(C(=C(C=O)C=C1)[N+](=O)[O-])OC (4-Hydroxy-3-methoxy-2-nitrobenzaldehyde), O (water). The reagents and catalysts are II (I2). Run in CC(=O)O (AcOH). Run at time 15 hour. Product: BrC=1C(=C(C(=C(C=O)C1)[N+](=O)[O-])OC)O (5-Bromo-4-hydroxy-3-methoxy-2-nitrobenzaldehyde). Isolated yield 96.9%. Reaction SMILES: [OH:1][C:2]1[CH:9]=[CH:8][C:5]([CH:6]=[O:7])=[C:4]([N+:10]([O-:12])=[O:11])[C:3]=1[O:13][CH3:14].[Br:15]Br.O>CC(O)=O.II>[Br:15][C:9]1[C:2]([OH:1])=[C:3]([O:13][CH3:14])[C:4]([N+:10]([O-:12])=[O:11])=[C:5]([CH:8]=1)[CH:6]=[O:7]. Procedure details: To the mixture of aldehyde 153 (28.0 g, 142 mmol) and I2 (1.5 g) in AcOH (160 mL) was added Br2 (8.0 mL, 157 mmol) at 0° C. The mixture was warmed up to r.t. and stirred at r.t. for 15 hours. The mixture was poured into water (2.0 L) with stirring. The mixture was stirred at r.t. for 30 min. The mixture was extracted with EtOAc (1 LX2). The combined organic layer was dried over MgSO4, filtered, and concentrated in vacuo to provide the compound 154 (38 g, 98%).